From a dataset of the Open Reaction Database (ORD), a public repository of structured organic reaction records. describe an organic reaction: reactants, conditions, products, and yield Starting materials: COC1=C(C(=O)C=2C=C(C#N)C=CC2)C=CC=C1 (3-(2-methoxybenzoyl)benzonitrile), [Cl-].[NH+]1=CC=CC=C1 (pyridinium chloride), ice. Reaction conditions: temperature 180 celsius, time 15 minute. The product is OC1=C(C(=O)C=2C=C(C#N)C=CC2)C=CC=C1 (3-(2-hydroxybenzoyl)benzonitrile). The yield is 60.0%. RXN SMILES: C[O:2][C:3]1[CH:18]=[CH:17][CH:16]=[CH:15][C:4]=1[C:5]([C:7]1[CH:8]=[C:9]([CH:12]=[CH:13][CH:14]=1)[C:10]#[N:11])=[O:6].[Cl-].[NH+]1C=CC=CC=1>>[OH:2][C:3]1[CH:18]=[CH:17][CH:16]=[CH:15][C:4]=1[C:5]([C:7]1[CH:8]=[C:9]([CH:12]=[CH:13][CH:14]=1)[C:10]#[N:11])=[O:6] |f:1.2|. Procedure details: A mixture of 16 g (0.0675 mol) of 3-(2-methoxybenzoyl)benzonitrile and 50 g (0.43 mol) of pyridinium chloride is heated at 180° C. for 12 hours and the reaction mixture is then cooled to 140° C. and hydrolyzed with an ice/concentrated hydrochloric acid mixture. After stirring for 15 minutes, the expected product is extracted with ethyl acetate. The organic phase obtained is washed with water and then brine (saturated aqueous solution of NaCl) until the pH is neutral, dried over magnesium sulfate... Reactants: [Li]CCCC, C1CCOC1, CSc1ncnc2ccoc12, [Cl-], [NH4+], CN(C)C=O. RXN SMILES: [CH2:1]([Li:2])[CH2:3][CH2:4][CH3:5].[CH2:24]1[O:25][CH2:26][CH2:27][CH2:28]1.[CH3:6][S:7][c:8]1[c:9]2[c:10]([n:11][cH:12][n:13]1)[cH:14][cH:15][o:16]2.[Cl-:22].[NH4+:23].[O:17]=[CH:18][N:19]([CH3:20])[CH3:21]>>[CH3:6][S:7][c:8]1[c:9]2[c:10]([n:11][cH:12][n:13]1)[cH:14][c:15]([CH:18]=[O:17])[o:16]2. The product is CSc1ncnc2cc(C=O)oc12.